describe an organic reaction: reactants, conditions, products, and yield From a dataset of the Open Reaction Database (ORD), a public repository of structured organic reaction records. Starting materials: Cn1cc(-c2ccncc2)c(-c2ccc(O)cc2)n1, [Na+], C1COCCO1, [OH-], c1ccc(P(c2ccccc2)c2ccccc2)cc1, OCc1cnc2ccccc2n1. The product is Cn1cc(-c2ccncc2)c(-c2ccc(OCc3cnc4ccccc4n3)cc2)n1. Reaction SMILES: [CH3:1][n:2]1[n:3][c:4](-[c:13]2[cH:14][cH:15][c:16]([OH:19])[cH:17][cH:18]2)[c:5](-[c:7]2[cH:8][cH:9][n:10][cH:11][cH:12]2)[cH:6]1.[Na+:52].[O:53]1[CH2:54][CH2:55][O:56][CH2:57][CH2:58]1.[OH-:51].[c:20]1([P:21]([c:22]2[cH:23][cH:24][cH:25][cH:26][cH:27]2)[c:28]2[cH:29][cH:30][cH:31][cH:32][cH:33]2)[cH:34][cH:35][cH:36][cH:37][cH:38]1.[n:39]1[c:40]([CH2:49][OH:50])[cH:41][n:42][c:43]2[cH:44][cH:45][cH:46][cH:47][c:48]12>>[CH3:1][n:2]1[n:3][c:4](-[c:13]2[cH:14][cH:15][c:16]([O:19][CH2:49][c:40]3[n:39][c:48]4[c:43]([n:42][cH:41]3)[cH:44][cH:45][cH:46][cH:47]4)[cH:17][cH:18]2)[c:5](-[c:7]2[cH:8][cH:9][n:10][cH:11][cH:12]2)[cH:6]1. Reactants: Cl.COC[C@H](CC)N ((S)-1-methoxymethyl-propylamine hydrochloride), O1C(CCCC1)OCCC=1C=C(C=O)C=CC1 (3-[2-(tetrahydro-pyran-2-yloxy)-ethyl]-benzaldehyde). Yields the product COCC(CC)NCC1=CC(=CC=C1)CCOC1OCCCC1 ((1-Methoxymethyl-propyl)-{3-[2-(tetrahydro-pyran-2-yloxy)-ethyl]-benzyl}-amine). RXN SMILES: Cl.[CH3:2][O:3][CH2:4][C@@H:5]([NH2:8])[CH2:6][CH3:7].[O:9]1[CH2:14][CH2:13][CH2:12][CH2:11][CH:10]1[O:15][CH2:16][CH2:17][C:18]1[CH:19]=[C:20]([CH:23]=[CH:24][CH:25]=1)[CH:21]=O>>[CH3:2][O:3][CH2:4][CH:5]([NH:8][CH2:21][C:20]1[CH:23]=[CH:24][CH:25]=[C:18]([CH2:17][CH2:16][O:15][CH:10]2[CH2:11][CH2:12][CH2:13][CH2:14][O:9]2)[CH:19]=1)[CH2:6][CH3:7] |f:0.1|. Procedure details: The sub-titled compound was prepared from (S)-1-methoxymethyl-propylamine hydrochloride (0.36 g) and 3-[2-(tetrahydro-pyran-2-yloxy)-ethyl]-benzaldehyde (Example 50, step a, 0.5 g) using the method of Example 75, step b. Yield 0.6 g. Reported procedure: The material from step 1 (2.17 mmoles) and N-methyl piperazine (32.9 mmoles) were dissolved in 5.0 mL N,N-dimethylacetamide. The reaction mixture was then placed under nitrogen and stirred in an oil bath at 100° C. for 88 h. The mixture was partially stripped of solvent then added to water, filtered, and washed with water. The solid was then dissolved in acetonitrile, decolorized with decolorizing carbon, and dried over anhydrous MgSO4. The solvent was stripped, then the solid residue was recrys... RXN SMILES: Cl[C:2]1[CH:3]=[C:4]([CH:31]=[CH:32][N:33]=1)[C:5]([NH:7][C:8]1[CH:30]=[CH:29][C:11]2[CH2:12][CH2:13][C:14]3[C:15]([C:26]([NH2:28])=[O:27])=[N:16][N:17]([C:19]4[CH:24]=[CH:23][C:22]([F:25])=[CH:21][CH:20]=4)[C:18]=3[C:10]=2[CH:9]=1)=[O:6].[CH3:34][N:35]1[CH2:40][CH2:39][NH:38][CH2:37][CH2:36]1.O>CN(C)C(=O)C>[F:25][C:22]1[CH:23]=[CH:24][C:19]([N:17]2[C:18]3[C:10]4[CH:9]=[C:8]([NH:7][C:5](=[O:6])[C:4]5[CH:31]=[CH:32][N:33]=[C:2]([N:38]6[CH2:39][CH2:40][N:35]([CH3:34])[CH2:36][CH2:37]6)[CH:3]=5)[CH:30]=[CH:29][C:11]=4[CH2:12][CH2:13][C:14]=3[C:15]([C:26]([NH2:28])=[O:27])=[N:16]2)=[CH:20][CH:21]=1. Conditions: temperature 100 celsius, time 88 hour. Run in CN(C(C)=O)C (N,N-dimethylacetamide). Reactants: ClC=1C=C(C(=O)NC2=CC3=C(CCC=4C(=NN(C34)C3=CC=C(C=C3)F)C(=O)N)C=C2)C=CN1 (8-[(2-chloroisonicotinoyl)amino]-1-(4-fluorophenyl)-4,5-dihydro-1H-benzo[g]indazole-3-carboxamide), CN1CCNCC1 (N-methyl piperazine), O (water). Yields the product FC1=CC=C(C=C1)N1N=C(C=2CCC3=C(C12)C=C(C=C3)NC(C3=CC(=NC=C3)N3CCN(CC3)C)=O)C(=O)N (1-(4-fluorophenyl)-8-{[2-(4-methylpiperazin-1-yl)isonicotinoyl]amino}-4,5-dihydro-1H-benzo[g]indazole-3-carboxamide). Procedure details: The procedure used for the preparation of Example 1 was used to prepare the title compound from 5-amino-7-methoxy-2,3-dihydroimidazo[1,2-c]quinazolin-8-ol bistrifluoroacetate salt (Intermediate A) and 3-chloro-N,N-dimethylpropane-1-sulfonamide (Intermediate F). High vacuum drying gave the title compound (1.12 g, 86%): HPLC MS RT=1.28 min, MH+=382.2; 1H NMR (DMSO-d6+2 drops TFA-d) δ: 2.15-2.20 (2H, m), 2.77 (6H, s), 3.18-3.23 (2H, m), 3.84 (3H, s), 4.18-4.21 (2H, m), 4.29-4.35 (4H, m), 7.30 (1H, ... The product is NC1=NC=2C(=C(C=CC2C=2N1CCN2)OCCCS(=O)(=O)N(C)C)OC (3-[(5-amino-7-methoxy-2,3-dihydroimidazo[1,2-c]quinazolin-8-yl)oxy]-N,N-dimethylpropane-1-sulfonamide). As a reaction SMILES: [CH2:1]([O:8][C:9]1[CH:10]=[CH:11][C:12]2[C:13]3[N:14]([CH2:22][CH2:23][N:24]=3)[C:15]([NH2:21])=[N:16][C:17]=2[C:18]=1[O:19][CH3:20])[C:2]1[CH:7]=CC=CC=1.ClCCC[S:29]([N:32]([CH3:34])[CH3:33])(=[O:31])=[O:30]>>[NH2:21][C:15]1[N:14]2[CH2:22][CH2:23][N:24]=[C:13]2[C:12]2[CH:11]=[CH:10][C:9]([O:8][CH2:1][CH2:2][CH2:7][S:29]([N:32]([CH3:34])[CH3:33])(=[O:31])=[O:30])=[C:18]([O:19][CH3:20])[C:17]=2[N:16]=1. Reactants: C(C1=CC=CC=C1)OC=1C=CC=2C=3N(C(=NC2C1OC)N)CCN3 (8-(Benzyloxy)-7-methoxy-2,3-dihydroimidazo[1,2-c]quinazolin-5-amine), C(C1=CC=CC=C1)OC=1C=CC=2C=3N(C(=NC2C1OC)N)CCN3 (8-(Benzyloxy)-7-methoxy-2,3-dihydroimidazo[1,2-c]quinazolin-5-amine), ClCCCS(=O)(=O)N(C)C (3-chloro-N,N-dimethylpropane-1-sulfonamide), ClCCCS(=O)(=O)N(C)C (3-chloro-N,N-dimethylpropane-1-sulfonamide). Procedure: N,N′-dimethylethylenediamine 1.76 g was added to diphenylamine 16.9 g, 4-bromoiodobenzene 28.2 g sodium t-butoxide 14.4 g, copper powder 3.81 g and a xylene 100 ml solution, and the mixture was heated and refluxed for 24 hours under argon atmosphere. After cooled down to room temperature, the mixture was filtered to remove an insoluble matter, and the filtrate was concentrated. The residue was refined by silica gel chromatography to obtain 22.7 g of white crystal of 4-bromotriphenylamine. Solvent: C=1(C(=CC=CC1)C)C (xylene). Product: C1=CC=C(C=C1)N(C2=CC=CC=C2)C3=CC=C(C=C3)Br (4-bromotriphenylamine). Reactants: CNCCNC (N,N′-dimethylethylenediamine), C1(=CC=CC=C1)NC1=CC=CC=C1 (diphenylamine), BrC1=CC=C(C=C1)I (4-bromoiodobenzene). Yield: 70.2%. Reaction SMILES: CNCCNC.[C:7]1([NH:13][C:14]2[CH:19]=[CH:18][CH:17]=[CH:16][CH:15]=2)[CH:12]=[CH:11][CH:10]=[CH:9][CH:8]=1.[Br:20][C:21]1[CH:26]=[CH:25][C:24](I)=[CH:23][CH:22]=1>[Cu].C1(C)C(C)=CC=CC=1>[CH:17]1[CH:16]=[CH:15][C:14]([N:13]([C:24]2[CH:25]=[CH:26][C:21]([Br:20])=[CH:22][CH:23]=2)[C:7]2[CH:8]=[CH:9][CH:10]=[CH:11][CH:12]=2)=[CH:19][CH:18]=1. Reagents/catalysts: [Cu] (copper). Reactants: COC(=O)C1=NC2=CC(=CC=C2C(=C1)OCC(=O)N1C[C@@H](CC1)O)C (4-[2-((R)-3-Hydroxy-pyrrolidin-1-yl)-2-oxo-ethoxy]-7-methyl-quinoline-2-carboxylic acid methyl ester), [OH-].[Na+] (NaOH). Solvent: C1CCOC1 (THF). Conditions: time 2 hour. Yields the product O[C@H]1CN(CC1)C(COC1=CC(=NC2=CC(=CC=C12)C)C(=O)O)=O (4-[2-((R)-3-Hydroxy-pyrrolidin-1-yl)-2-oxo-ethoxy]-7-methyl-quinoline-2-carboxylic acid). RXN SMILES: C[O:2][C:3]([C:5]1[CH:14]=[C:13]([O:15][CH2:16][C:17]([N:19]2[CH2:23][CH2:22][C@@H:21]([OH:24])[CH2:20]2)=[O:18])[C:12]2[C:7](=[CH:8][C:9]([CH3:25])=[CH:10][CH:11]=2)[N:6]=1)=[O:4].[OH-].[Na+]>C1COCC1>[OH:24][C@@H:21]1[CH2:22][CH2:23][N:19]([C:17](=[O:18])[CH2:16][O:15][C:13]2[C:12]3[C:7](=[CH:8][C:9]([CH3:25])=[CH:10][CH:11]=3)[N:6]=[C:5]([C:3]([OH:4])=[O:2])[CH:14]=2)[CH2:20]1 |f:1.2|. Reported procedure: To a solution of 996 mg 4-[2-((R)-3-Hydroxy-pyrrolidin-1-yl)-2-oxo-ethoxy]-7-methyl-quinoline-2-carboxylic acid methyl ester in 10 ml THF were added 2.8 ml aqueous NaOH (1 M) at 0° C. After 2 h the mixture was brought to pH 4 by using Amberlite IR-120 ion exchange resin. The reaction mixture was filtered and concentrated and the crude product obtained used in the next step without further purification. Yield: 700 mg